Dataset: the Open Reaction Database (ORD), a public repository of structured organic reaction records. Task: describe an organic reaction: reactants, conditions, products, and yield RXN SMILES: [CH3:1][C:2]1[CH:10]=[CH:9][C:5]([C:6](Cl)=[O:7])=[CH:4][CH:3]=1.[C:11]1([O:17][CH3:18])[CH:16]=[CH:15][CH:14]=[CH:13][CH:12]=1.[Cl-].[Al+3].[Cl-].[Cl-]>C(Cl)Cl>[CH3:18][O:17][C:11]1[CH:16]=[CH:15][C:14]([C:6]([C:5]2[CH:9]=[CH:10][C:2]([CH3:1])=[CH:3][CH:4]=2)=[O:7])=[CH:13][CH:12]=1 |f:2.3.4.5|. The solvent is C(Cl)Cl (DCM). Starting materials: CC1=CC=C(C(=O)Cl)C=C1 (4-methylbenzoyl chloride), 32-a, C1(=CC=CC=C1)OC (anisole), [Cl-].[Al+3].[Cl-].[Cl-] (aluminum(III) chloride). Reported procedure: To a solution of 4-methylbenzoyl chloride, 32-a, (10 g, 65 mmol) and anisole (8.8 g, 81 mmol) in DCM anhydrous was added aluminum(III) chloride (10.8 g, 81 mmol), the reaction mixture was then stirred for 10 h at ambient temperature. The resulting mixture was concentrated under reduce pressure, 100 ml of water was added, filtered, the residue was dried in vacuo. The product was obtained as a white solid, 32-b, (14 g, 95% yield). 1H NMR (300 MHz, DMSO-d6) δ 2.25 (s, 3H), 3.71 (s, 3H), 6.85-6.89 (... Yields the product COC1=CC=C(C=C1)C(=O)C1=CC=C(C=C1)C ((4-methoxyphenyl)(p-tolyl)methanone). Conditions: time 10 hour. Yield: 95.0%. Reactants: C(C1=CC=CC=C1)Br (benzyl bromide), [Cl-].[NH4+] (ammonium chloride), OC1CCN(CC1)C(=O)OC(C)(C)C (tert-butyl 4-hydroxy-1-piperidinecarboxylate), [H-].[Na+] (sodium hydride), paraffin. Run in O1CCCC1 (tetrahydrofuran). Run at time 2 hour. The product is Cl.C(C1=CC=CC=C1)OC1CCNCC1 (4-Benzyloxypiperidine hydrochloride). Isolated yield 77.0%. As a reaction SMILES: [OH:1][CH:2]1[CH2:7][CH2:6][N:5](C(OC(C)(C)C)=O)[CH2:4][CH2:3]1.[H-].[Na+].[CH2:17](Br)[C:18]1[CH:23]=[CH:22][CH:21]=[CH:20][CH:19]=1.[Cl-:25].[NH4+]>O1CCCC1>[ClH:25].[CH2:17]([O:1][CH:2]1[CH2:3][CH2:4][NH:5][CH2:6][CH2:7]1)[C:18]1[CH:23]=[CH:22][CH:21]=[CH:20][CH:19]=1 |f:1.2,4.5,7.8|. Procedure: To a solution of tert-butyl 4-hydroxy-1-piperidinecarboxylate (5.0 g) in tetrahydrofuran (50 mL) was added sodium hydride (1.0 g, a 66% dispersion in liquid paraffin) and the mixture was stirred at room temperature for 10 minutes. Then, 3.6 mL of benzyl bromide was added and the mixture was refluxed for 1 hour. This reaction mixture was poured into aqueous ammonium chloride solution and extracted with 2 portions of ethyl acetate. The pooled organic layer was washed with water and saturated aqueo... The reactants are material, [H-].[Na+] (sodium hydride), CC1=CC=C(C=C1)S (p-thiocresol), ClC1=NC=CC(=N1)Cl (2,4-dichloropyrimidine). The product is ClC1=NC=CC(=N1)SC1=CC=C(C=C1)C (2-chloro-4-(4-methylphenylsulphanyl)pyrimidine). As a reaction SMILES: [CH3:1][C:2]1[CH:7]=[CH:6][C:5]([SH:8])=[CH:4][CH:3]=1.[Cl:9][C:10]1[N:15]=[C:14](Cl)[CH:13]=[CH:12][N:11]=1.[H-].[Na+]>>[Cl:9][C:10]1[N:15]=[C:14]([S:8][C:5]2[CH:6]=[CH:7][C:2]([CH3:1])=[CH:3][CH:4]=2)[CH:13]=[CH:12][N:11]=1 |f:2.3|. Procedure: The 2-chloro-4-(4-methylphenylsulphanyl)pyrimidine was prepared in a similar manner to the analogous starting material of Example 1, from p-thiocresol (838 mg, 6.71 mmol), 2,4-dichloropyrimidine (1.0 g, 6.71 mmol) and sodium hydride [60% dispersion in oil] (295 mg, 7.4 mmol), m.p. 80-81°. δH (CDCl3) 8.15 (1H, d, J 5.4 Hz), 7.46 (2H, d, J 8.0 Hz), 7.30 (2H, d, J 8.0 Hz), 6.59 (1H, d, J 5.4 Hz) and 2.43 (3H, s). Reactants: CC1=C(C=CC(=C1)C)N1C(SCC1=O)=S (3-(2,4-dimethyl-phenyl)-2-thioxo-thiazolidin-4-one), C(C)(=O)[O-].[Na+] (sodium acetate), [N+](=O)([O-])C=1C=C(C=CC1)C1=CC=C(O1)C=O (5-(3-nitro-phenyl)-furan-2-carboaldehyde). Run in C(C)O (ethanol). Product: CC1=C(C=CC(=C1)C)N1C(SC(C1=O)=CC=1OC(=CC1)C1=CC(=CC=C1)[N+](=O)[O-])=S (3-(2,4-dimethyl-phenyl)-5-[5-(3-nitro-phenyl)-furan-2-ylmethylene]-2-thioxo-thiazolidin-4-one). RXN SMILES: [CH3:1][C:2]1[CH:7]=[C:6]([CH3:8])[CH:5]=[CH:4][C:3]=1[N:9]1[C:13](=[O:14])[CH2:12][S:11][C:10]1=[S:15].C([O-])(=O)C.[Na+].[N+:21]([C:24]1[CH:25]=[C:26]([C:30]2[O:34][C:33]([CH:35]=O)=[CH:32][CH:31]=2)[CH:27]=[CH:28][CH:29]=1)([O-:23])=[O:22]>C(O)C>[CH3:1][C:2]1[CH:7]=[C:6]([CH3:8])[CH:5]=[CH:4][C:3]=1[N:9]1[C:13](=[O:14])[C:12](=[CH:35][C:33]2[O:34][C:30]([C:26]3[CH:27]=[CH:28][CH:29]=[C:24]([N+:21]([O-:23])=[O:22])[CH:25]=3)=[CH:31][CH:32]=2)[S:11][C:10]1=[S:15] |f:1.2|. Procedure: In 4.7 mL of 0.2 M ethanol was dissolved 0.1 g of 3-(2,4-dimethyl-phenyl)-2-thioxo-thiazolidin-4-one (0.42 mmol) synthesized in 1. The solution was mixed with 0.11 g of sodium acetate (1.34 mmol) and 0.15 g of 5-(3-nitro-phenyl)-furan-2-carboaldehyde (0.69 mmol), synthesized in 2, with stirring, and then heated for 4 hrs. The resulting reaction mixture was washed with ethanol to afford the title compound as a solid. When a solid was not formed, purification by silica gel column chromatography af... Starting materials: ClC=1C=C(CN)C=CC1Cl (3,4-dichlorobenzylamine), ClC=1C2=C(N=C(N1)C1=CC=NO1)SC(=C2)[N+](=O)[O-] (4-chloro-2-(isoxazol-5-yl)-6-nitro-thieno-[2,3-d]-pyrimidine). The product is O1N=CC=C1C=1N=C(C2=C(N1)SC(=C2)[N+](=O)[O-])NCC2=CC(=C(C=C2)Cl)Cl (2-(isoxazol-5-yl)-4-(3,4-dichlorobenzylamino)-6-nitro-thieno-[2,3-d]-pyrimidine). Reaction SMILES: [Cl:1][C:2]1[CH:3]=[C:4]([CH:7]=[CH:8][C:9]=1[Cl:10])[CH2:5][NH2:6].Cl[C:12]1[C:13]2[CH:25]=[C:24]([N+:26]([O-:28])=[O:27])[S:23][C:14]=2[N:15]=[C:16]([C:18]2[O:22][N:21]=[CH:20][CH:19]=2)[N:17]=1>>[O:22]1[C:18]([C:16]2[N:17]=[C:12]([NH:6][CH2:5][C:4]3[CH:7]=[CH:8][C:9]([Cl:10])=[C:2]([Cl:1])[CH:3]=3)[C:13]3[CH:25]=[C:24]([N+:26]([O-:28])=[O:27])[S:23][C:14]=3[N:15]=2)=[CH:19][CH:20]=[N:21]1. Reported procedure: With the procedure of Example 1, the reaction of 3,4-dichlorobenzylamine with 4-chloro-2-(isoxazol-5-yl)-6-nitro-thieno-[2,3-d]-pyrimidine yields 2-(isoxazol-5-yl)-4-(3,4-dichlorobenzylamino)-6-nitro-thieno-[2,3-d]-pyrimidine. Starting materials: C(=O)(OCC)C=1OC2=C(C(C1)=O)C(=C(C=C2)Cl)O (2-carboethoxy-6-chloro-5-hydroxy-4-oxo-4H-1-benzopyran), O (water). The solvent is C(C)(=O)O (acetic acid). The product is C(=O)(O)C=1OC2=C(C(C1)=O)C(=C(C=C2)Cl)O (2-carboxy-6-chloro-5-hydroxy-4-oxo-4H-1-benzopyran). RXN SMILES: [C:1]([C:6]1[O:7][C:8]2[CH:16]=[CH:15][C:14]([Cl:17])=[C:13]([OH:18])[C:9]=2[C:10](=[O:12])[CH:11]=1)([O:3]CC)=[O:2].O>C(O)(=O)C>[C:1]([C:6]1[O:7][C:8]2[CH:16]=[CH:15][C:14]([Cl:17])=[C:13]([OH:18])[C:9]=2[C:10](=[O:12])[CH:11]=1)([OH:3])=[O:2]. Procedure details: 2-carboethoxy-6-chloro-5-hydroxy-4-oxo-4H-1-benzopyran is dissolved in glacial acetic acid and water (5:1) and the solution refluxed for 4 hours. This is cooled and the resulting solid collected and washed with water to give 2-carboxy-6-chloro-5-hydroxy-4-oxo-4H-1-benzopyran. Reactants: BrC=1C(=NC=CC1)N (3-bromopyridin-2-amine), FC=1C=C(C=CC1C(=O)OC)B(O)O ((3-fluoro-4-(methoxycarbonyl)phenyl)boronic acid), COCCOC (DME), C(=O)([O-])[O-].[Na+].[Na+] (Na2CO3). Reagents/catalysts: C1=CC=C(C=C1)P([C-]2C=CC=C2)C3=CC=CC=C3.C1=CC=C(C=C1)P([C-]2C=CC=C2)C3=CC=CC=C3.Cl[Pd]Cl.[Fe+2].C(Cl)Cl (PdCl2(dppf) DCM). The solvent is CCOC(=O)C (EtOAc). Reaction conditions: temperature 110 celsius. Yields the product NC1=NC=CC=C1C1=CC(=C(C(=O)OC)C=C1)F (methyl 4-(2-aminopyridin-3-yl)-2-fluorobenzoate). Isolated yield 79.0%. Reaction SMILES: Br[C:2]1[C:3]([NH2:8])=[N:4][CH:5]=[CH:6][CH:7]=1.[F:9][C:10]1[CH:11]=[C:12](B(O)O)[CH:13]=[CH:14][C:15]=1[C:16]([O:18][CH3:19])=[O:17].COCCOC.C([O-])([O-])=O.[Na+].[Na+]>CCOC(C)=O.C1C=CC(P(C2C=CC=CC=2)[C-]2C=CC=C2)=CC=1.C1C=CC(P(C2C=CC=CC=2)[C-]2C=CC=C2)=CC=1.Cl[Pd]Cl.[Fe+2].C(Cl)Cl>[NH2:8][C:3]1[C:2]([C:12]2[CH:13]=[CH:14][C:15]([C:16]([O:18][CH3:19])=[O:17])=[C:10]([F:9])[CH:11]=2)=[CH:7][CH:6]=[CH:5][N:4]=1 |f:3.4.5,7.8.9.10.11|. Reported procedure: To 3-bromopyridin-2-amine (5 g, 28.9 mmol) in 500 mL round bottom flask was added (3-fluoro-4-(methoxycarbonyl)phenyl)boronic acid (7.44 g, 37.6 mmol), PdCl2(dppf)-DCM (2.115 g, 2.89 mmol), DME (108 mL) and 2M Na2CO3 solution (36.1 mL). The reaction mixture was heated in an oil bath at 110° C. for 4 h. The reaction mixture was diluted with EtOAc and washed with water three times, dried over Na2SO4, filtered and concentrated. The crude product was purified by flash chromatography eluting with 0-1... Solvent: CN(C(C)=O)C (N,N-dimethylacetamide). As a reaction SMILES: [CH3:1][S:2]([C:5]1[CH:6]=[C:7]([C:11]2[CH:16]=[CH:15][CH:14]=[C:13]([CH2:17][NH:18][S:19]([CH:22]([CH3:24])[CH3:23])(=[O:21])=[O:20])[CH:12]=2)[CH:8]=[CH:9][CH:10]=1)(=[O:4])=[O:3].[F:25][C:26]1[CH:33]=[CH:32][C:29]([CH2:30]Br)=[CH:28][CH:27]=1.C(=O)([O-])[O-].[Cs+].[Cs+]>[I-].C([N+](CCCC)(CCCC)CCCC)CCC.CN(C)C(=O)C>[F:25][C:26]1[CH:33]=[CH:32][C:29]([CH2:30][N:18]([CH2:17][C:13]2[CH:12]=[C:11]([C:7]3[CH:8]=[CH:9][CH:10]=[C:5]([S:2]([CH3:1])(=[O:3])=[O:4])[CH:6]=3)[CH:16]=[CH:15][CH:14]=2)[S:19]([CH:22]([CH3:24])[CH3:23])(=[O:20])=[O:21])=[CH:28][CH:27]=1 |f:2.3.4,5.6|. Procedure details: In analogy to example 10, step 3, propane-2-sulfonic acid (3′-methanesulfonyl-biphenyl-3-ylmethyl)-amide (example 49, step 2) was reacted with 4-fluorobenzyl bromide, tetrabutylammonium iodide and cesium carbonate in N,N-dimethylacetamide to give propane-2-sulfonic acid (4-fluoro-benzyl)-(3′-methanesulfonyl-biphenyl-3-ylmethyl)-amide as a colorless solid. MS: 493.3 ([M+NH4]+) The reactants are CS(=O)(=O)C=1C=C(C=CC1)C1=CC(=CC=C1)CNS(=O)(=O)C(C)C (propane-2-sulfonic acid (3′-methanesulfonyl-biphenyl-3-ylmethyl)-amide), FC1=CC=C(CBr)C=C1 (4-fluorobenzyl bromide), C([O-])([O-])=O.[Cs+].[Cs+] (cesium carbonate). The product is FC1=CC=C(CN(S(=O)(=O)C(C)C)CC=2C=C(C=CC2)C2=CC(=CC=C2)S(=O)(=O)C)C=C1 (propane-2-sulfonic acid (4-fluoro-benzyl)-(3′-methanesulfonyl-biphenyl-3-ylmethyl)-amide). Reagents/catalysts: [I-].C(CCC)[N+](CCCC)(CCCC)CCCC (tetrabutylammonium iodide). Reactants: C1(=CC=CC=C1)C1(CCC(NC1)=O)C1=CC=CC=C1 (5,5 diphenyl-2-piperidinone), [OH-].[Na+] (sodium hydroxide), C=O (formaldehyde). The solvent is C(C)O (ethanol), O (water). Product: OCN1C(CCC(C1)(C1=CC=CC=C1)C1=CC=CC=C1)=O (1-(hydroxymethyl)-5,5-diphenyl-2-piperidinone). RXN SMILES: [C:1]1([C:7]2([C:14]3[CH:19]=[CH:18][CH:17]=[CH:16][CH:15]=3)[CH2:12][NH:11][C:10](=[O:13])[CH2:9][CH2:8]2)[CH:6]=[CH:5][CH:4]=[CH:3][CH:2]=1.[OH-:20].[Na+].[CH2:22]=O>C(O)C.O>[OH:20][CH2:22][N:11]1[CH2:12][C:7]([C:14]2[CH:19]=[CH:18][CH:17]=[CH:16][CH:15]=2)([C:1]2[CH:2]=[CH:3][CH:4]=[CH:5][CH:6]=2)[CH2:8][CH2:9][C:10]1=[O:13] |f:1.2|. Procedure details: To a stirred mixture of 37 g (0.147 mol) of 5,5 diphenyl-2-piperidinone and 24 g of sodium hydroxide in 170 mL of ethanol at ambient temperature was added dropwise 165 mL of a 35-40% formaldehyde in water solution during 10 minutes. The mixture was heated at reflux temperature overnight, concentrated to near dryness and partitioned between ethyl acetate and water. The organic layer was washed with water and brine, and dried. Concentration at less than 30° C. under vacuum, trituration with hexane...